Dataset: the Open Reaction Database (ORD), a public repository of structured organic reaction records. Task: describe an organic reaction: reactants, conditions, products, and yield Reaction SMILES: [OH:1][C:2]1[CH:3]=[CH:4][C:5]([C:8]([OH:10])=[O:9])=[N:6][CH:7]=1.[CH3:11]N(C=O)C.C(Cl)(=O)C(Cl)=O.CO>C(Cl)Cl>[OH:1][C:2]1[CH:3]=[CH:4][C:5]([C:8]([O:10][CH3:11])=[O:9])=[N:6][CH:7]=1. Conditions: time 1 hour. Procedure: To 5-hydroxypyridine-2-carboxylic acid (5.0 g, 36 mmol) suspended in CH2Cl2 (120 mL) was added DMF (1 mL) followed by oxalyl chloride (4.7 g, 37 mmol). After 1 hour, excess MeOH was added. The resulting mixture was stripped of solvent in vacuo yielding a brown solid that was washed with hot EtOAc. Yielded 4.6 g of product. Yields the product OC=1C=CC(=NC1)C(=O)OC (Methyl 5-hydroxypyridine-2-carboxylate). Run in C(Cl)Cl (CH2Cl2). Starting materials: OC=1C=CC(=NC1)C(=O)O (5-hydroxypyridine-2-carboxylic acid), CO (MeOH), CN(C)C=O (DMF), C(C(=O)Cl)(=O)Cl (oxalyl chloride). Reactants: COc1cc(-c2nnc(C)[nH]2)ccc1N, CC#N, O=C=NC(=O)c1cc(F)c(F)cc1Cl. The product is COc1cc(-c2nnc(C)[nH]2)ccc1NC(=O)NC(=O)c1cc(F)c(F)cc1Cl. As a reaction SMILES: [CH3:15][O:16][c:17]1[c:18]([NH2:29])[cH:19][cH:20][c:21](-[c:23]2[n:24][n:25][c:26]([CH3:28])[nH:27]2)[cH:22]1.[CH3:30][C:31]#[N:32].[Cl:1][c:2]1[c:3]([C:4](=[O:5])[N:6]=[C:7]=[O:8])[cH:9][c:10]([F:14])[c:11]([F:13])[cH:12]1>>[Cl:1][c:2]1[c:3]([C:4](=[O:5])[NH:6][C:7](=[O:8])[NH:29][c:18]2[c:17]([O:16][CH3:15])[cH:22][c:21](-[c:23]3[n:24][n:25][c:26]([CH3:28])[nH:27]3)[cH:20][cH:19]2)[cH:9][c:10]([F:14])[c:11]([F:13])[cH:12]1. The product is N1=CC=NC2=C(C=CC=C12)OS(=O)(=O)C(F)(F)F (Trifluoro-methanesulfonic Acid Quinoxalin-5-yl Ester). Starting materials: FC(S(=O)(=O)OS(=O)(=O)C(F)(F)F)(F)F (trifluoromethanesulfonic anhydride), N1=CC=NC=2C(=CC=CC12)O (quinoxalin-5-ol). Reaction SMILES: [F:1][C:2]([F:15])([F:14])[S:3]([O:6]S(C(F)(F)F)(=O)=O)(=[O:5])=[O:4].[N:16]1[C:25]2[CH:24]=[CH:23][CH:22]=[C:21](O)[C:20]=2[N:19]=[CH:18][CH:17]=1>N1C=CC=CC=1>[N:16]1[C:25]2[C:20](=[C:21]([O:6][S:3]([C:2]([F:15])([F:14])[F:1])(=[O:5])=[O:4])[CH:22]=[CH:23][CH:24]=2)[N:19]=[CH:18][CH:17]=1. Procedure details: Add trifluoromethanesulfonic anhydride (0.66 mL, 3.94 mmol) to a solution of quinoxalin-5-ol (Yamamoto, T. et al., J. Am. Chem. Soc. 1996, 118, 3930-3936; 500 mg, 3.42 mmol) in pyridine (6.8 mL) at 0° C. Allow the reaction to warm slowly to room temperature over 18 h. Add saturated aqueous sodium bicarbonate solution (100 mL) and extract the mixture with methylene chloride (3×100 mL). Dry the combined organic solutions with sodium sulfate, concentrate in vacuo, and purify by flash column chromat... Solvent: N1=CC=CC=C1 (pyridine). Yield: 85.1%. The reactants are C(O)([O-])=O.[Na+] (sodium hydrogen carbonate), FC1=C(C(=CC(=C1)[N+](=O)[O-])F)N1C(C(=C(C=C1)OC)C#N)=O (1-(2,6-difluoro-4-nitrophenyl)-4-methoxy-2-oxo-1,2-dihydropyridine-3-carbonitrile), [Cl-].[NH4+] (ammonium chloride), C(C)O (ethanol). Reagents/catalysts: [Fe] (iron). Solvent: O (water). Run at temperature 90 celsius, time 15 minute. The product is NC1=CC(=C(C(=C1)F)N1C(C(=C(C=C1)OC)C#N)=O)F (1-(4-amino-2,6-difluorophenyl)-4-methoxy-2-oxo-1,2-dihydropyridine-3-carbonitrile). Isolated yield 72.0%. RXN SMILES: [F:1][C:2]1[CH:7]=[C:6]([N+:8]([O-])=O)[CH:5]=[C:4]([F:11])[C:3]=1[N:12]1[CH:17]=[CH:16][C:15]([O:18][CH3:19])=[C:14]([C:20]#[N:21])[C:13]1=[O:22].[Cl-].[NH4+].C(O)C.C(=O)([O-])O.[Na+]>[Fe].O>[NH2:8][C:6]1[CH:5]=[C:4]([F:11])[C:3]([N:12]2[CH:17]=[CH:16][C:15]([O:18][CH3:19])=[C:14]([C:20]#[N:21])[C:13]2=[O:22])=[C:2]([F:1])[CH:7]=1 |f:1.2,4.5|. Procedure details: To a mixture of 1-(2,6-difluoro-4-nitrophenyl)-4-methoxy-2-oxo-1,2-dihydropyridine-3-carbonitrile obtained in Step A (3.00 g), ammonium chloride (5.22 g), ethanol (48 mL) and water (12 mL) was added iron powder (2.18 g) at room temperature, and the reaction mixture was heated at 90° C. for 1 hr. The reaction mixture was cooled to room temperature, and slowly poured into saturated sodium hydrogen carbonate solution, and the mixture was extracted with a mixed solvent of tetrahydrofuran/ethyl aceta... Reactants: C(CC(=O)O)(=O)O.C(C)[K] (ethyl potassium malonate), C(C1=CC=CC=C1)OC[C@H](C(=O)O)NC(=O)OC(C)(C)C ((R)-3-(benzyloxy)-2-((tert-butoxycarbonyl)amino)propanoic acid), C(=O)(N1C=NC=C1)N1C=NC=C1 (1,1′-carbonyldiimidazole), [Cl-].[Mg+2].[Cl-] (magnesium chloride). The solvent is C1CCOC1 (THF). Reaction conditions: time 4 hour. Yields the product C(C1=CC=CC=C1)OC[C@H](C(CC(=O)OCC)=O)NC(=O)OC(C)(C)C ((R)-ethyl 5-(benzyloxy)-4-((tert-butoxycarbonyl)amino)-3-oxopentanoate). Yield: 81.7%. RXN SMILES: [CH2:1]([O:8][CH2:9][C@@H:10]([NH:14][C:15]([O:17][C:18]([CH3:21])([CH3:20])[CH3:19])=[O:16])[C:11]([OH:13])=O)[C:2]1[CH:7]=[CH:6][CH:5]=[CH:4][CH:3]=1.C(N1[CH:33]=[CH:32]N=C1)(N1C=CN=C1)=O.[Cl-].[Mg+2].[Cl-].C(O)(=O)[CH2:38][C:39]([OH:41])=[O:40].C([K])C>C1COCC1>[CH2:1]([O:8][CH2:9][C@@H:10]([NH:14][C:15]([O:17][C:18]([CH3:21])([CH3:20])[CH3:19])=[O:16])[C:11](=[O:13])[CH2:38][C:39]([O:41][CH2:32][CH3:33])=[O:40])[C:2]1[CH:3]=[CH:4][CH:5]=[CH:6][CH:7]=1 |f:2.3.4,5.6|. Procedure details: To a 250-mL round-bottomed flask was added (R)-3-(benzyloxy)-2-((tert-butoxycarbonyl)amino)propanoic acid (5.68 g, 19.2 mmol) (Sigma-Aldrich), 1,1′-carbonyldiimidazole (4.68 g, 28.8 mmol), and THF (100 mL). The reaction mixture was stirred at RT for 4 h. The reaction mixture was treated with magnesium chloride (3.66 g, 38.4 mmol) (Strem Chem.) followed by ethyl potassium malonate (6.54 g, 38.4 mmol) (Sigma-Aldrich) and heated at 50° C. for 18 h. The solvents were removed under vacuum and the res... Reactants: C(C)(=O)SCC(C(=O)N1[C@H](C(=O)O)CCC1)CN (1-(3-acetylthio-2-aminomethylpropanoyl)-L-proline), FC(C(=O)O)(F)F.C(C)(=O)SCC(C(=O)N1[C@H](C(=O)O)CCC1)CCCN (1-(2-acetylthiomethyl-5-aminopentanoyl)-L-proline trifluoroacetate). The product is NCC(C(=O)N1[C@H](C(=O)O)CCC1)CS (1-(2-aminomethyl-3-mercaptopropanoyl)-L-proline). As a reaction SMILES: C([S:4][CH2:5][CH:6]([CH2:17][NH2:18])[C:7]([N:9]1[CH2:16][CH2:15][CH2:14][C@H:10]1[C:11]([OH:13])=[O:12])=[O:8])(=O)C.FC(F)(F)C(O)=O.C(SCC(CCCN)C(N1CCC[C@H]1C(O)=O)=O)(=O)C>>[NH2:18][CH2:17][CH:6]([CH2:5][SH:4])[C:7]([N:9]1[CH2:16][CH2:15][CH2:14][C@H:10]1[C:11]([OH:13])=[O:12])=[O:8] |f:1.2|. Procedure details: By substituting 1-(3-acetylthio-2-aminomethylpropanoyl)-L-proline for the 1-(2-acetylthiomethyl-5-aminopentanoyl)-L-proline trifluoroacetate in the procedure of Example 15, 1-(2-aminomethyl-3-mercaptopropanoyl)-L-proline is obtained. Starting materials: CCN=C=NCCCN(C)C, CC1=C(C(=O)O)C(c2cccc(Cl)c2)NC(=O)N1, Cl, Cl, CN(C)C=O, NCCC(c1ccccc1)c1ccccc1. Product: CC1=C(C(=O)NCCC(c2ccccc2)c2ccccc2)C(c2cccc(Cl)c2)NC(=O)N1. RXN SMILES: [CH2:36]([N:37]=[C:38]=[N:39][CH2:40][CH2:41][CH2:42][N:43]([CH3:44])[CH3:45])[CH3:46].[Cl:1][c:2]1[cH:3][c:4]([CH:8]2[NH:9][C:10](=[O:18])[NH:11][C:12]([CH3:17])=[C:13]2[C:14](=[O:15])[OH:16])[cH:5][cH:6][cH:7]1.[ClH:35].[ClH:47].[O:48]=[CH:49][N:50]([CH3:51])[CH3:52].[c:19]1([CH:25]([CH2:26][CH2:27][NH2:28])[c:29]2[cH:30][cH:31][cH:32][cH:33][cH:34]2)[cH:20][cH:21][cH:22][cH:23][cH:24]1>>[Cl:1][c:2]1[cH:3][c:4]([CH:8]2[NH:9][C:10](=[O:18])[NH:11][C:12]([CH3:17])=[C:13]2[C:14](=[O:16])[NH:28][CH2:27][CH2:26][CH:25]([c:19]2[cH:20][cH:21][cH:22][cH:23][cH:24]2)[c:29]2[cH:30][cH:31][cH:32][cH:33][cH:34]2)[cH:5][cH:6][cH:7]1.